This data is from the Open Reaction Database (ORD), a public repository of structured organic reaction records. The task is: describe an organic reaction: reactants, conditions, products, and yield Starting materials: CN1CCC(CC1)C1=NNC2=CC=C(C=C12)[N+](=O)[O-] (3-(1-methyl-4-piperidinyl)-5-nitro-1H-indazole), C(C1=CC=CC=C1)(=O)Cl (benzoyl chloride). Run in CCOCC (ether). Run at temperature 100 celsius, time 1 hour. Yields the product Cl.C(C1=CC=CC=C1)(=O)N1N=C(C2=CC(=CC=C12)[N+](=O)[O-])C1CCN(CC1)C (1-benzoyl-3-(1-methyl-4-piperidinyl)-5-nitro-1H-indazole hydrochloride). Isolated yield 38.0%. RXN SMILES: [CH3:1][N:2]1[CH2:7][CH2:6][CH:5]([C:8]2[C:16]3[C:11](=[CH:12][CH:13]=[C:14]([N+:17]([O-:19])=[O:18])[CH:15]=3)[NH:10][N:9]=2)[CH2:4][CH2:3]1.[C:20]([Cl:28])(=[O:27])[C:21]1[CH:26]=[CH:25][CH:24]=[CH:23][CH:22]=1>CCOCC>[ClH:28].[C:20]([N:10]1[C:11]2[C:16](=[CH:15][C:14]([N+:17]([O-:19])=[O:18])=[CH:13][CH:12]=2)[C:8]([CH:5]2[CH2:6][CH2:7][N:2]([CH3:1])[CH2:3][CH2:4]2)=[N:9]1)(=[O:27])[C:21]1[CH:26]=[CH:25][CH:24]=[CH:23][CH:22]=1 |f:3.4|. Procedure details: A mixture of 3-(1-methyl-4-piperidinyl)-5-nitro-1H-indazole (4.0 g, 0.015 mol) of Example 105 and benzoyl chloride (12 ml) was heated at 100° C. (steam bath) for 4 hours. After cooling to ambient temperature, ether was added, the mixture stirred for 1 hour and then 4.9 g of a solid was collected. The solid was recrystallized twice from DMF and once from methanol to yield 2.3 g (38%) of 1-benzoyl-3-(1-methyl-4-piperidinyl)-5-nitro-1H-indazole hydrochloride, mp 297°-299° C.